This data is from the Open Reaction Database (ORD), a public repository of structured organic reaction records. The task is: describe an organic reaction: reactants, conditions, products, and yield Reactants: CSC1=CC=C(C=C1)C1=CNC2=CC=CC=C12 (3-(4-methylthiophenyl)indole), O (Water), [OH-].[K+] (KOH), C1(=CC=CC=C1)S(=O)(=O)Cl (benzenesulfonyl chloride). The solvent is C(OC)COC (dimethoxyethane). Run at time 1 hour. Yields the product C1(=CC=CC=C1)S(=O)(=O)N1C=C(C2=CC=CC=C12)C1=CC=C(C=C1)SC (1-phenylsulfonyl-3-(4-methylthiophenyl)indole). Isolated yield 76.3%. As a reaction SMILES: [CH3:1][S:2][C:3]1[CH:8]=[CH:7][C:6]([C:9]2[C:17]3[C:12](=[CH:13][CH:14]=[CH:15][CH:16]=3)[NH:11][CH:10]=2)=[CH:5][CH:4]=1.[OH-].[K+].[C:20]1([S:26](Cl)(=[O:28])=[O:27])[CH:25]=[CH:24][CH:23]=[CH:22][CH:21]=1.O>C(COC)OC>[C:20]1([S:26]([N:11]2[C:12]3[C:17](=[CH:16][CH:15]=[CH:14][CH:13]=3)[C:9]([C:6]3[CH:5]=[CH:4][C:3]([S:2][CH3:1])=[CH:8][CH:7]=3)=[CH:10]2)(=[O:28])=[O:27])[CH:25]=[CH:24][CH:23]=[CH:22][CH:21]=1 |f:1.2|. Reported procedure: To a solution of 3-(4-methylthiophenyl)indole (7.34 g, 30.7 mmol), prepared as in step 1, in dimethoxyethane (75 mL) was added powdered KOH (85%, 7.01 g, 125 mmol) and benzenesulfonyl chloride (4.25 mL, 33.3 mmol). A white precipitate formed immediately and the reaction mixture became quite warm. The reaction mixture was stirred for 1 hour during which time it cooled to ambient temperature. Water (50 mL) was added and the mixture was extracted with ethyl acetate. The organic phase was washed wit... Reported procedure: The title compound is prepared from 3-[(3-amino-2-oxo-pyrrolidin-1-yl)-methyl]-4-hydroxy-benzonitrile hydrochloride as described in EXAMPLE 17, Part G substituting 6-chlorobenzo[b]thiophene-2-sulfonyl chloride in place of 4,6-dichlorobenzo[b]thiophene-2-sulfonyl chloride. The crude product is triturated with Et2O to give the title compound as a white solid. The reactants are Cl.NC1C(N(CC1)CC=1C=C(C#N)C=CC1O)=O (3-[(3-amino-2-oxo-pyrrolidin-1-yl)-methyl]-4-hydroxy-benzonitrile hydrochloride), ClC=1C=CC2=C(SC(=C2)S(=O)(=O)Cl)C1 (6-chlorobenzo[b]thiophene-2-sulfonyl chloride). Product: C(#N)C=1C=CC(=C(CN2C([C@H](CC2)NS(=O)(=O)C2=CC3=C(S2)C=C(C=C3)Cl)=O)C1)O (6-Chlorobenzo[b]thiophene-2-sulfonic acid [1-(5-cyano-2-hydroxy-benzyl)-2-oxo-pyrrolidin-3-(S)-yl]-amide). Reaction SMILES: Cl.[NH2:2][CH:3]1[CH2:7][CH2:6][N:5]([CH2:8][C:9]2[CH:10]=[C:11]([CH:14]=[CH:15][C:16]=2[OH:17])[C:12]#[N:13])[C:4]1=[O:18].[Cl:19][C:20]1[CH:21]=[CH:22][C:23]2[CH:27]=[C:26]([S:28](Cl)(=[O:30])=[O:29])[S:25][C:24]=2[CH:32]=1>>[C:12]([C:11]1[CH:14]=[CH:15][C:16]([OH:17])=[C:9]([CH:10]=1)[CH2:8][N:5]1[CH2:6][CH2:7][C@H:3]([NH:2][S:28]([C:26]2[S:25][C:24]3[CH:32]=[C:20]([Cl:19])[CH:21]=[CH:22][C:23]=3[CH:27]=2)(=[O:30])=[O:29])[C:4]1=[O:18])#[N:13] |f:0.1|. Starting materials: CCCCCC1CCC(C2CCC(C#Cc3ccc(Br)cc3F)(CCCCC)CC2)CC1, C#CC1(OC)CCC(C2CCC(CCC)CC2)CC1, C1CCNC1, c1ccc(P(c2ccccc2)(c2ccccc2)[Pd](P(c2ccccc2)(c2ccccc2)c2ccccc2)(P(c2ccccc2)(c2ccccc2)c2ccccc2)P(c2ccccc2)(c2ccccc2)c2ccccc2)cc1. The product is CCCCCC1CCC(C2CCC(C#Cc3ccc(C#CC4(OC)CCC(C5CCC(CCC)CC5)CC4)cc3F)(CCCCC)CC2)CC1. RXN SMILES: [Br:1][c:2]1[cH:3][c:4]([F:32])[c:5]([C:8]#[C:9][C:10]2([CH2:27][CH2:28][CH2:29][CH2:30][CH3:31])[CH2:11][CH2:12][CH:13]([CH:16]3[CH2:17][CH2:18][CH:19]([CH2:22][CH2:23][CH2:24][CH2:25][CH3:26])[CH2:20][CH2:21]3)[CH2:14][CH2:15]2)[cH:6][cH:7]1.[C:33](#[CH:34])[C:35]1([O:50][CH3:51])[CH2:36][CH2:37][CH:38]([CH:41]2[CH2:42][CH2:43][CH:44]([CH2:47][CH2:48][CH3:49])[CH2:45][CH2:46]2)[CH2:39][CH2:40]1.[CH2:52]1[CH2:53][NH:54][CH2:55][CH2:56]1.[cH:57]1[cH:58][cH:59][c:60]([P:61]([Pd:62]([P:63]([c:64]2[cH:65][cH:66][cH:67][cH:68][cH:69]2)([c:70]2[cH:71][cH:72][cH:73][cH:74][cH:75]2)[c:76]2[cH:77][cH:78][cH:79][cH:80][cH:81]2)([P:82]([c:83]2[cH:84][cH:85][cH:86][cH:87][cH:88]2)([c:89]2[cH:90][cH:91][cH:92][cH:93][cH:94]2)[c:95]2[cH:96][cH:97][cH:98][cH:99][cH:100]2)[P:101]([c:102]2[cH:103][cH:104][cH:105][cH:106][cH:107]2)([c:108]2[cH:109][cH:110][cH:111][cH:112][cH:113]2)[c:114]2[cH:115][cH:116][cH:117][cH:118][cH:119]2)([c:120]2[cH:121][cH:122][cH:123][cH:124][cH:125]2)[c:126]2[cH:127][cH:128][cH:129][cH:130][cH:131]2)[cH:132][cH:133]1>>[c:2]1([C:34]#[C:33][C:35]2([O:50][CH3:51])[CH2:36][CH2:37][CH:38]([CH:41]3[CH2:42][CH2:43][CH:44]([CH2:47][CH2:48][CH3:49])[CH2:45][CH2:46]3)[CH2:39][CH2:40]2)[cH:3][c:4]([F:32])[c:5]([C:8]#[C:9][C:10]2([CH2:27][CH2:28][CH2:29][CH2:30][CH3:31])[CH2:11][CH2:12][CH:13]([CH:16]3[CH2:17][CH2:18][CH:19]([CH2:22][CH2:23][CH2:24][CH2:25][CH3:26])[CH2:20][CH2:21]3)[CH2:14][CH2:15]2)[cH:6][cH:7]1. The reactants are ClC1=C(C(=O)OCC)C=C(C=C1)N1C(NC2=C(C1=O)CCC2)=O (ethyl 2-chloro-5-(1,2,4,5,6,7-hexahydro-2,4-dioxo-3H-cyclopenta[d]pyrimidin-3-yl)-benzoate), BrCC#C (3-bromo-1-propyne). Yields the product ClC1=C(C(=O)OCC)C=C(C=C1)N1C(N(C2=C(C1=O)CCC2)CC#C)=O (ethyl 2-chloro-5-{1,2,4,5,6,7-hexahydro-1-(2-propynyl)-2,4-dioxo-3H-cyclopenta[d]pyrimidin-3-yl}-benzoate). RXN SMILES: [Cl:1][C:2]1[CH:12]=[CH:11][C:10]([N:13]2[C:18](=[O:19])[C:17]3[CH2:20][CH2:21][CH2:22][C:16]=3[NH:15][C:14]2=[O:23])=[CH:9][C:3]=1[C:4]([O:6][CH2:7][CH3:8])=[O:5].Br[CH2:25][C:26]#[CH:27]>>[Cl:1][C:2]1[CH:12]=[CH:11][C:10]([N:13]2[C:18](=[O:19])[C:17]3[CH2:20][CH2:21][CH2:22][C:16]=3[N:15]([CH2:27][C:26]#[CH:25])[C:14]2=[O:23])=[CH:9][C:3]=1[C:4]([O:6][CH2:7][CH3:8])=[O:5]. Procedure details: using ethyl 2-chloro-5-(1,2,4,5,6,7-hexahydro-2,4-dioxo-3H-cyclopenta[d]pyrimidin-3-yl)-benzoate and 3-bromo-1-propyne there is obtained ethyl 2-chloro-5-{1,2,4,5,6,7-hexahydro-1-(2-propynyl)-2,4-dioxo-3H-cyclopenta[d]pyrimidin-3-yl}-benzoate, m.p. 121°-123° C., Reactants: hydantoins, N1C(=O)NC(=O)C1.N[C@H]([C@@H](C)CC)C(=O)O (D-allo-isoleucine hydantoin), N1C(=O)NC(=O)C1.N[C@@H]([C@H](C)CC)C(=O)O (L-allo-isoleucine hydantoin), N1C(=O)NC(=O)C1.N[C@@H]([C@@H](C)CC)C(=O)O (L-isoleucine hydantoin), N1C(=O)NC(=O)C1.N[C@H]([C@@H](C)CC)C(=O)O (D-allo-isoleucine hydantoin), N1C(=O)NC(=O)C1.N[C@H]([C@@H](C)CC)C(=O)O (D-allo-isoleucine hydantoin), N1C(=O)NC(=O)C1 (hydantoin), N1C(=O)NC(=O)C1.N[C@@H]([C@@H](C)CC)C(=O)O (L-isoleucine hydantoin), N1C(=O)NC(=O)C1.N[C@H]([C@H](C)CC)C(=O)O (D-isoleucine hydantoin). Product: C(N)(=O)N[C@H]([C@@H](C)CC)C(=O)O (N-carbamoyl-D-allo-isoleucine). As a reaction SMILES: [NH:1]1[CH2:7][C:5](=[O:6])[NH:4][C:2]1=[O:3].N1[CH2:14][C:12](=O)NC1=O.N[C@H:16](C(O)=O)[C@H:17](CC)C.N1CC(=O)NC1=[O:26].N[C@@H](C(O)=O)[C@H](CC)C.N1CC(=O)NC1=O.N[C@H](C(O)=O)[C@@H](CC)C.N1CC(=O)NC1=O.N[C@@H](C(O)=O)[C@@H](CC)C>>[C:2]([NH:1][C@@H:7]([C:5]([OH:6])=[O:26])[C@H:16]([CH2:14][CH3:12])[CH3:17])(=[O:3])[NH2:4] |f:1.2,3.4,5.6,7.8|. Reported procedure: When this racemization occurs in the presence of a D-hydantoinase, an equilibrium is established between hydantoins possessing the R and S absolute configurations at C-5 of the hydantoin. For example, an equilibrium would be established between L-isoleucine hydantoin and D-allo-isoleucine hydantoin; similarly an equilibrium would be established between L-allo-isoleucine hydantoin and D-isoleucine hydantoin. When a mixture of L-isoleucine hydantoin and D-allo-isoleucine hydantoin is contacted wit... Conditions: time 2 hour. Product: ClC1=C(C(=O)NC(=S)NC2=CC=C(C=C2)OC2=CC=NC3=CC(=C(C=C23)OC)OC)C=CC=C1 (N-(2-Chlorobenzoyl)-N′-{4-[(6,7-dimethoxy-4-quinolyl)oxy]phenyl}thiourea). Procedure: 4-[(6,7-Dimethoxy-4-quinolyl)oxy]aniline (50 mg) was dissolved in toluene (5 ml) and ethanol (1 ml) to prepare a solution. Commercially available 2-chloro-1-benzenecarbonyl isothiocyanate (50 μl) was then added to the solution, and the mixture was stirred at room temperature for 2 hr. The reaction solution was concentrated, and the residue was purified by chromatography on silica gel using chloroform/acetone for development to give the title compound (83 mg, yield 100%). RXN SMILES: [CH3:1][O:2][C:3]1[CH:4]=[C:5]2[C:10](=[CH:11][C:12]=1[O:13][CH3:14])[N:9]=[CH:8][CH:7]=[C:6]2[O:15][C:16]1[CH:22]=[CH:21][C:19]([NH2:20])=[CH:18][CH:17]=1.C(O)C.[Cl:26][C:27]1[CH:32]=[CH:31][CH:30]=[CH:29][C:28]=1[C:33]([N:35]=[C:36]=[S:37])=[O:34]>C1(C)C=CC=CC=1>[Cl:26][C:27]1[CH:32]=[CH:31][CH:30]=[CH:29][C:28]=1[C:33]([NH:35][C:36]([NH:20][C:19]1[CH:21]=[CH:22][C:16]([O:15][C:6]2[C:5]3[C:10](=[CH:11][C:12]([O:13][CH3:14])=[C:3]([O:2][CH3:1])[CH:4]=3)[N:9]=[CH:8][CH:7]=2)=[CH:17][CH:18]=1)=[S:37])=[O:34]. Reactants: C(C)O (ethanol), COC=1C=C2C(=CC=NC2=CC1OC)OC1=CC=C(N)C=C1 (4-[(6,7-Dimethoxy-4-quinolyl)oxy]aniline), ClC1=C(C=CC=C1)C(=O)N=C=S (2-chloro-1-benzenecarbonyl isothiocyanate). Isolated yield 100.0%. Run in C1(=CC=CC=C1)C (toluene). Starting materials: O=C([O-])[O-], CCOC(=O)C(C)(C)Oc1ccc(O)cc1, [Cs+], [Cs+], CN(C)C=O, Cc1ccc(S(=O)(=O)OCCc2nc(-c3ccc(-c4ccccc4)cc3)oc2C)cc1. Yields the product CCOC(=O)C(C)(C)Oc1ccc(OCCc2nc(-c3ccc(-c4ccccc4)cc3)oc2C)cc1. As a reaction SMILES: [C:48](=[O:49])([O-:50])[O-:51].[CH2:32]([CH3:33])[O:34][C:35]([C:36]([CH3:37])([CH3:38])[O:39][c:40]1[cH:41][cH:42][c:43]([OH:46])[cH:44][cH:45]1)=[O:47].[Cs+:52].[Cs+:53].[O:54]=[CH:55][N:56]([CH3:57])[CH3:58].[c:1]1(-[c:26]2[cH:27][cH:28][cH:29][cH:30][cH:31]2)[cH:2][cH:3][c:4](-[c:7]2[o:8][c:9]([CH3:25])[c:10]([CH2:12][CH2:13][O:14][S:15]([c:16]3[cH:17][cH:18][c:19]([CH3:20])[cH:21][cH:22]3)(=[O:23])=[O:24])[n:11]2)[cH:5][cH:6]1>>[c:1]1(-[c:26]2[cH:27][cH:28][cH:29][cH:30][cH:31]2)[cH:2][cH:3][c:4](-[c:7]2[o:8][c:9]([CH3:25])[c:10]([CH2:12][CH2:13][O:14][c:43]3[cH:42][cH:41][c:40]([O:39][C:36]([C:35]([O:34][CH2:32][CH3:33])=[O:47])([CH3:37])[CH3:38])[cH:45][cH:44]3)[n:11]2)[cH:5][cH:6]1. Starting materials: S(=O)([O-])S(=O)[O-].[Na+].[Na+] (sodium dithionite), FC1=C(N)C=CC=C1 (2-fluoroaniline), 94.50, C(O)([O-])=O.[Na+] (sodium hydrogencarbonate), BrC(C(C(F)(F)F)(F)Br)(F)F (1,2-dibromo-1,1,2,3,3,3-hexafluoropropane), C([O-])([O-])=O.[Na+].[Na+] (Sodium carbonate). Reagents/catalysts: S(=O)(=O)(O)[O-].C(CCC)[N+](CCCC)(CCCC)CCCC (tetra-n-butylammonium hydrogensulphate). The product is FC1=C(N)C=CC(=C1)C(C(F)(F)Br)(C(F)(F)F)F (2-fluoro-4-(1-bromo-1,1,2,3,3,3-hexafluoro-2-propyl)aniline). Reported procedure: First 195.86 g (1.12 mol) of sodium dithionite and then 50 g (0.45 mol) of 2-fluoroaniline were added at room temperature to a mixture of 450 ml of water, 225 ml of tert-butyl methyl ether, 94.50 (1.12 mol) of sodium hydrogencarbonate and 18.33 g of tetra-n-butylammonium hydrogensulphate. Subsequently, a solution of 348.54 g of 1,2-dibromo-1,1,2,3,3,3-hexafluoropropane in 200 ml of tert-butyl methyl ether was added dropwise at 35–40° C. and, on completion of addition, the mixture was stirred at ... Solvent: COC(C)(C)C (tert-butyl methyl ether), O (water), COC(C)(C)C (tert-butyl methyl ether). Run at time 8 hour. As a reaction SMILES: S(S([O-])=O)([O-])=O.[Na+].[Na+].[F:9][C:10]1[CH:16]=[CH:15][CH:14]=[CH:13][C:11]=1[NH2:12].C(=O)([O-])O.[Na+].[Br:22][C:23]([F:32])([F:31])[C:24](Br)([F:29])[C:25]([F:28])([F:27])[F:26].C(=O)([O-])[O-].[Na+].[Na+]>S([O-])(O)(=O)=O.C([N+](CCCC)(CCCC)CCCC)CCC.COC(C)(C)C.O>[F:9][C:10]1[CH:16]=[C:15]([C:24]([F:29])([C:25]([F:28])([F:27])[F:26])[C:23]([Br:22])([F:32])[F:31])[CH:14]=[CH:13][C:11]=1[NH2:12] |f:0.1.2,4.5,7.8.9,10.11|. Starting materials: CCO, O=[N+]([O-])c1cc(Cl)c(Oc2ccc(O)c(S(=O)(=O)CC3CC3)c2)c(Cl)c1. Product: Nc1cc(Cl)c(Oc2ccc(O)c(S(=O)(=O)CC3CC3)c2)c(Cl)c1. RXN SMILES: [CH3:27][CH2:28][OH:29].[CH:1]1([CH2:4][S:5](=[O:6])(=[O:7])[c:8]2[c:9]([OH:26])[cH:10][cH:11][c:12]([O:14][c:15]3[c:16]([Cl:25])[cH:17][c:18]([N+:22]([O-:23])=[O:24])[cH:19][c:20]3[Cl:21])[cH:13]2)[CH2:2][CH2:3]1>>[CH:1]1([CH2:4][S:5](=[O:6])(=[O:7])[c:8]2[c:9]([OH:26])[cH:10][cH:11][c:12]([O:14][c:15]3[c:16]([Cl:25])[cH:17][c:18]([NH2:22])[cH:19][c:20]3[Cl:21])[cH:13]2)[CH2:2][CH2:3]1. The reactants are OC1=NC=C(C(=O)O)C=C1 (6-hydroxynicotinic acid), S(O)(O)(=O)=O (sulfuric acid), C(C1=CC=CC=C1)O (benzyl alcohol), ice water. Yields the product OC1=NC=C(C(=O)OCC2=CC=CC=C2)C=C1 (benzyl 6-hydroxy-nicotinate). As a reaction SMILES: [OH:1][C:2]1[CH:10]=[CH:9][C:5]([C:6]([OH:8])=[O:7])=[CH:4][N:3]=1.S(=O)(=O)(O)O.[CH2:16](O)[C:17]1[CH:22]=[CH:21][CH:20]=[CH:19][CH:18]=1>>[OH:1][C:2]1[CH:10]=[CH:9][C:5]([C:6]([O:8][CH2:16][C:17]2[CH:22]=[CH:21][CH:20]=[CH:19][CH:18]=2)=[O:7])=[CH:4][N:3]=1. Procedure details: 30 g of 6-hydroxynicotinic acid were treated with 500 ml of benzyl alcohol and 1 ml of concentrated sulfuric acid. After boiling at reflux for 3 days, the reaction mixture was poured on to ice-water, extracted several times with ethyl acetate, washed with water, dried over sodium sulfate and evaporated, firstly in a water-jet vacuum and then in a high vacuum. The semi-crystalline residue was filtered over silica gel (eluent hexane/ethyl acetate=2:1, then ethyl acetate) and recrystallized from et...